This data is from the Open Reaction Database (ORD), a public repository of structured organic reaction records. The task is: describe an organic reaction: reactants, conditions, products, and yield Starting materials: ClC=1C=CC(=C(CN)C1)N1CCCCC1 (5-chloro-2-piperidino-benzylamine), C(C)OC=1C=C(C=CC1C(=O)OCC)CC(=O)O (3-ethoxy-4-ethoxycarbonyl-phenylacetic acid). Yields the product C(C)OC1=C(C(=O)OCC)C=CC(=C1)CC(=O)NCC1=C(C=CC(=C1)Cl)N1CCCCC1 (Ethyl 2-ethoxy-4-[N-(5-chloro-2-piperidino-benzyl)aminocarbonylmethyl]-benzoate). As a reaction SMILES: [Cl:1][C:2]1[CH:3]=[CH:4][C:5]([N:10]2[CH2:15][CH2:14][CH2:13][CH2:12][CH2:11]2)=[C:6]([CH:9]=1)[CH2:7][NH2:8].[CH2:16]([O:18][C:19]1[CH:20]=[C:21]([CH2:30][C:31](O)=[O:32])[CH:22]=[CH:23][C:24]=1[C:25]([O:27][CH2:28][CH3:29])=[O:26])[CH3:17]>>[CH2:16]([O:18][C:19]1[CH:20]=[C:21]([CH2:30][C:31]([NH:8][CH2:7][C:6]2[CH:9]=[C:2]([Cl:1])[CH:3]=[CH:4][C:5]=2[N:10]2[CH2:11][CH2:12][CH2:13][CH2:14][CH2:15]2)=[O:32])[CH:22]=[CH:23][C:24]=1[C:25]([O:27][CH2:28][CH3:29])=[O:26])[CH3:17]. Reported procedure: Prepared from 5-chloro-2-piperidino-benzylamine and 3-ethoxy-4-ethoxycarbonyl-phenylacetic acid. Procedure details: 3-Methoxybenzenesulfonyl chloride (0.20 g, 0.968 mmol) in acetone (2 mL) at 0° C. was treated with excess morpholine (0.253 mL, 2.9 mmol) with stirring. After 0.5 hr the reaction mixture was partitioned between CH2Cl2 (1 mL) and 1N HCl, the organic layer separated, washed with brine, dried (Na2SO4), filtered and concentrated to dryness to give the title compound. Starting materials: COC=1C=C(C=CC1)S(=O)(=O)Cl (3-Methoxybenzenesulfonyl chloride), N1CCOCC1 (morpholine). Yields the product COC=1C=C(C=CC1)S(=O)(=O)N1CCOCC1 (3-Methoxy Benzenesulfonyl Morpholine). The solvent is CC(=O)C (acetone). RXN SMILES: [CH3:1][O:2][C:3]1[CH:4]=[C:5]([S:9](Cl)(=[O:11])=[O:10])[CH:6]=[CH:7][CH:8]=1.[NH:13]1[CH2:18][CH2:17][O:16][CH2:15][CH2:14]1>CC(C)=O>[CH3:1][O:2][C:3]1[CH:4]=[C:5]([S:9]([N:13]2[CH2:18][CH2:17][O:16][CH2:15][CH2:14]2)(=[O:11])=[O:10])[CH:6]=[CH:7][CH:8]=1.